Dataset: the Open Reaction Database (ORD), a public repository of structured organic reaction records. Task: describe an organic reaction: reactants, conditions, products, and yield Reagents/catalysts: [Pd] (Pd/C). Isolated yield 8.5%. The reactants are C(C)C1=C(C=C(S1)C(C=CC1=CC=C(C=O)C=C1)=O)C1=CC=CC=C1 (4-[(5-ethyl-4-phenyl-thiophen-2-yl)-3-oxo-propenyl]-benzaldehyde), N1CC(C1)C(=O)O (azetidine-3-carboxylic acid), [BH-](OC(=O)C)(OC(=O)C)OC(=O)C.[Na+] (NaBH(OAc)3). Run in C1CCOC1 (THF), CO (methanol), C(Cl)Cl (DCM), CN(C)C=O.CO (DMF methanol). Reaction conditions: time 16 hour. Yields the product C(C)C1=C(C=C(S1)C(CCC1=CC=C(CN2CC(C2)C(=O)O)C=C1)=O)C1=CC=CC=C1 (1-{4-[3(5-ethyl-4-phenyl-thiophen-2-yl)-3-oxo-propyl]benzyl}azetidine-3-carboxylic acid). Procedure: A solution of 4-[(5-ethyl-4-phenyl-thiophen-2-yl)-3-oxo-propenyl]-benzaldehyde (140 mg, 0.405 mmol) and azetidine-3-carboxylic acid (51 mg, 0.506 mmol) and NaBH(OAc)3 (257 mg, 1.21 mmol) in THF (6 mL) is stirred at rt for 6 h. The reaction mixture is diluted with a small amount of methanol and DCM (150 mL) and washed with water. The organic phase is separated and the aqueous phase again extracted with DCM. The combined organic extracts are dried over MgSO4 and evaporated. The residue is suspende... RXN SMILES: [CH2:1]([C:3]1[S:7][C:6]([C:8](=[O:19])[CH:9]=[CH:10][C:11]2[CH:18]=[CH:17][C:14]([CH:15]=O)=[CH:13][CH:12]=2)=[CH:5][C:4]=1[C:20]1[CH:25]=[CH:24][CH:23]=[CH:22][CH:21]=1)[CH3:2].[NH:26]1[CH2:29][CH:28]([C:30]([OH:32])=[O:31])[CH2:27]1.[BH-](OC(C)=O)(OC(C)=O)OC(C)=O.[Na+]>C1COCC1.CO.C(Cl)Cl.CN(C=O)C.CO.[Pd]>[CH2:1]([C:3]1[S:7][C:6]([C:8](=[O:19])[CH2:9][CH2:10][C:11]2[CH:18]=[CH:17][C:14]([CH2:15][N:26]3[CH2:29][CH:28]([C:30]([OH:32])=[O:31])[CH2:27]3)=[CH:13][CH:12]=2)=[CH:5][C:4]=1[C:20]1[CH:25]=[CH:24][CH:23]=[CH:22][CH:21]=1)[CH3:2] |f:2.3,7.8|. Reactants: C(C)(C)OC(=O)N1CC=2C=C3O[C@H](C(NC3=CC2CC1C(=O)O)=O)C1=CC=C(C=C1)OCC1=CC(=C(C=C1)Cl)Cl ((S)-3-[4-(3,4-Dichloro-benzyloxy)-phenyl]-2-oxo-1,2,3,5,7,8-hexahydro-4-oxa-1,6-diaza-anthracene-6,7-dicarboxylic acid 6-isopropyl ester), Cl.COC([C@H](CC1=CC=C(C=C1)C1=CC=CC=C1)N)=O ((S)-2-amino-3-biphenyl-4-yl-propionic acid methyl ester hydrochloride). Product: C(C)(C)OC(=O)N1CC=2C=C3OC(C(NC3=CC2CC1)=O)C1=CC=C(C=C1)OCC1=CC(=C(C=C1)Cl)Cl (3-[4-(3,4-dichloro-benzyloxy)-phenyl]-2-oxo-1,2,3,5,7,8-hexahydro-4-oxa-1,6-diaza-anthracene-6-carboxylic acid isopropyl ester). Isolated yield 136.1%. Reaction SMILES: [CH:1]([O:4][C:5]([N:7]1[CH:20](C(O)=O)[CH2:19][C:18]2[CH:17]=[C:16]3[C:11]([O:12][C@@H:13]([C:25]4[CH:30]=[CH:29][C:28]([O:31][CH2:32][C:33]5[CH:38]=[CH:37][C:36]([Cl:39])=[C:35]([Cl:40])[CH:34]=5)=[CH:27][CH:26]=4)[C:14](=[O:24])[NH:15]3)=[CH:10][C:9]=2[CH2:8]1)=[O:6])([CH3:3])[CH3:2].Cl.COC(=O)[C@@H](N)CC1C=CC(C2C=CC=CC=2)=CC=1>>[CH:1]([O:4][C:5]([N:7]1[CH2:20][CH2:19][C:18]2[CH:17]=[C:16]3[C:11]([O:12][CH:13]([C:25]4[CH:26]=[CH:27][C:28]([O:31][CH2:32][C:33]5[CH:38]=[CH:37][C:36]([Cl:39])=[C:35]([Cl:40])[CH:34]=5)=[CH:29][CH:30]=4)[C:14](=[O:24])[NH:15]3)=[CH:10][C:9]=2[CH2:8]1)=[O:6])([CH3:3])[CH3:2] |f:1.2|. Procedure: (S)-3-[4-(3,4-Dichloro-benzyloxy)-phenyl]-2-oxo-1,2,3,5,7,8-hexahydro-4-oxa-1,6-diaza-anthracene-6,7-dicarboxylic acid 6-isopropyl ester (120 mg) was coupled with (S)-2-amino-3-biphenyl-4-yl-propionic acid methyl ester hydrochloride according to general procedure A to provide (S)-74(S)-2-biphenyl-4-yl-1-methoxycarbonyl-ethylcarbamoyl)-3-[4-(3,4-dichloro-benzyloxy)-phenyl]-2-oxo-1,2,3,5,7,8-hexahydro-4-oxa-1,6-diaza-anthracene-6-carboxylic acid isopropyl ester (151 mg, LC/MS: m/z 825). Reactants: CCC([BH-](C(CC)C)C(CC)C)C.[Li+] (L-selectride), OO (H2O2), FC1CCN(CCC1=O)C(=O)OC(C)(C)C (tert-butyl 4-fluoro-5-oxoazepane-1-carboxylate), [OH-].[Na+] (NaOH). Solvent: O (water), C1CCOC1 (THF), CO (MeOH). Run at temperature -5 celsius, time 20 hour. The product is F[C@@H]1CCN(CC[C@H]1O)C(=O)OC(C)(C)C (trans-tert-butyl 4-fluoro-5-hydroxyazepane-1-carboxylate). RXN SMILES: [F:1][CH:2]1[C:8](=[O:9])[CH2:7][CH2:6][N:5]([C:10]([O:12][C:13]([CH3:16])([CH3:15])[CH3:14])=[O:11])[CH2:4][CH2:3]1.CCC(C)[BH-](C(C)CC)C(C)CC.[Li+].[OH-].[Na+].OO>C1COCC1.CO.O>[F:1][C@H:2]1[C@H:8]([OH:9])[CH2:7][CH2:6][N:5]([C:10]([O:12][C:13]([CH3:16])([CH3:15])[CH3:14])=[O:11])[CH2:4][CH2:3]1 |f:1.2,3.4|. Procedure: To a tert-butyl 4-fluoro-5-oxoazepane-1-carboxylate (20.0 g, 86.5 mmol) was dissolved in THF (430 mL) solution and the solution was cooled to −5° C. L-selectride (112 mL, 112 mmol, 1.0 M in THF) was added via syringe. The mixture was gradually warmed to ambient temperature over 3 hours and stirred for an additional 20 hours. The resulting cloudy mixture was diluted with 110 mL of MeOH which was followed by the addition of NaOH (355 mL, 355 mmol, 1.0M aqueous). The mixture was cooled in a water b... Reactants: C1(CCCCC1)=O (Cyclohexanone), BrCC#N (bromoacetonitrile). The product is O=C1C(CCCC1)CC#N (2-oxocyclohexaneacetonitrile). As a reaction SMILES: [C:1]1(=[O:7])[CH2:6][CH2:5][CH2:4][CH2:3][CH2:2]1.Br[CH2:9][C:10]#[N:11]>>[O:7]=[C:1]1[CH2:6][CH2:5][CH2:4][CH2:3][CH:2]1[CH2:9][C:10]#[N:11]. Procedure: Cyclohexanone is reacted with bromoacetonitrile by the method of Example 65 to generate the title compound. RXN SMILES: [CH3:1][O:2][CH:3](OC)[CH2:4][NH:5][C:6]([N:8]1[CH2:13][CH2:12][N:11]([C:14]2[CH:19]=[CH:18][C:17]([OH:20])=[CH:16][CH:15]=2)[CH2:10][CH2:9]1)=[S:7].Cl.C(=O)([O-])O.[Na+]>>[CH3:1][O:2][CH:3]1[S:7][C:6]([N:8]2[CH2:13][CH2:12][N:11]([C:14]3[CH:19]=[CH:18][C:17]([OH:20])=[CH:16][CH:15]=3)[CH2:10][CH2:9]2)=[N:5][CH2:4]1 |f:2.3|. The product is COC1CN=C(S1)N1CCN(CC1)C1=CC=C(C=C1)O (4-[4-(4,5-dihydro-5-methoxy-2-thiazolyl)-1-piperazinyl]phenol). The reactants are COC(CNC(=S)N1CCN(CC1)C1=CC=C(C=C1)O)OC (N-(2,2-dimethoxyethyl)-4-(4-hydroxyphenyl)-1-piperazinecarbothioamide), Cl (hydrochloric acid), C(O)([O-])=O.[Na+] (sodium hydrogen carbonate). Procedure details: A mixture of 6 parts of N-(2,2-dimethoxyethyl)-4-(4-hydroxyphenyl)-1-piperazinecarbothioamide and 25 parts of a diluted hydrochloric acid solution is stirred overnight at room temperature. Upon the addition of sodium hydrogen carbonate, the product is allowed to crystallize. It is filtered off and recrystallized from ethanol, yielding 4.3 parts (73%) of 4-[4-(4,5-dihydro-5-methoxy-2-thiazolyl)-1-piperazinyl]phenol; mp. 165.6° C. The yield is 73.0%. Run at time 8 hour. Starting materials: NC1=C(C(N(C(N1CCC)=O)CCC)=O)NC(\C=C\C1=CC=C(C=C1)Cl)=O (6-amino-5-[(E)-4-chlorocinnamoyl]amino-1,3-dipropyluracil), aqueous solution, [OH-].[Na+] (sodium hydroxide). Solvent: O1CCOCC1 (dioxane). The product is ClC1=CC=C(/C=C/C2=NC=3N(C(N(C(C3N2)=O)CCC)=O)CCC)C=C1 (8-[(E)-4-Chlorostyryl]-1,3-dipropylxanthine). Yield: 91.1%. RXN SMILES: [NH2:1][C:2]1[N:7]([CH2:8][CH2:9][CH3:10])[C:6](=[O:11])[N:5]([CH2:12][CH2:13][CH3:14])[C:4](=[O:15])[C:3]=1[NH:16][C:17](=O)/[CH:18]=[CH:19]/[C:20]1[CH:25]=[CH:24][C:23]([Cl:26])=[CH:22][CH:21]=1.[OH-].[Na+]>O1CCOCC1>[Cl:26][C:23]1[CH:24]=[CH:25][C:20](/[CH:19]=[CH:18]/[C:17]2[NH:16][C:3]3[C:4](=[O:15])[N:5]([CH2:12][CH2:13][CH3:14])[C:6](=[O:11])[N:7]([CH2:8][CH2:9][CH3:10])[C:2]=3[N:1]=2)=[CH:21][CH:22]=1 |f:1.2|. Reported procedure: To Compound c (7.84 g, 20.1 mmol) were added 100 ml of dioxane and 100 ml of 2N aqueous solution of sodium hydroxide, followed by heating under reflux for 10 minutes. After cooling, the mixture was neutralized, and deposited crystals were collected by filtration and recrystallized from dioxane-water to give 6.83 g (yield: 91%) of Compound 5 as white crystals. The reactants are CCOC(=O)C1=C(NC(=C(C1C=2C=CC=CC2Cl)C(=O)OC)C)COCCN (amlodipine), CCOC(=O)C1=C(NC(=C(C1C=2C=CC=CC2Cl)C(=O)OC)C)COCCN.C(=C\C(=O)O)\C(=O)O (amlodipine maleate). Run in ClCCl (dichloromethane). The product is CCOC(=O)C1=C(NC(=C(C1C=2C=CC=CC2Cl)C(=O)OC)C)COCCN.N[C@@H](CC(=O)[O-])C(=O)[O-] (Amlodipine Aspartate). As a reaction SMILES: [CH3:1][CH2:2][O:3][C:4]([C:6]1[CH:11]([C:12]2[CH:13]=[CH:14][CH:15]=[CH:16][C:17]=2[Cl:18])[C:10]([C:19]([O:21][CH3:22])=[O:20])=[C:9]([CH3:23])[NH:8][C:7]=1[CH2:24][O:25][CH2:26][CH2:27][NH2:28])=[O:5].CC[O:31][C:32]([C:34]1C(C2C=CC=CC=2Cl)C(C(OC)=O)=C(C)[NH:36][C:35]=1[CH2:52][O:53]CCN)=[O:33].C(/C(O)=O)=C/C(O)=[O:60]>ClCCl>[CH3:1][CH2:2][O:3][C:4]([C:6]1[CH:11]([C:12]2[CH:13]=[CH:14][CH:15]=[CH:16][C:17]=2[Cl:18])[C:10]([C:19]([O:21][CH3:22])=[O:20])=[C:9]([CH3:23])[NH:8][C:7]=1[CH2:24][O:25][CH2:26][CH2:27][NH2:28])=[O:5].[NH2:36][C@H:35]([C:52]([O-:53])=[O:60])[CH2:34][C:32]([O-:31])=[O:33] |f:1.2,4.5|. Reported procedure: 16 g of amlodipine and 12 g of amlodipine maleate are melted in a 300 ml flask. The melted substance is cooled to room temperature and dissolved in 300 ml of dichloromethane. The mixture is extracted with 300 ml of a 1M NaOH solution. The organic layer is discarded and the aqueous layer acidified with 55 ml of a 6 M HCl solution. The mixture is extracted with 300 ml of dichloromethane. The layers are separated and the organic layer dried over Na2SO4. The mixture is evaporated to dryness and the ... Reactants: CON(C(=O)C=1N=CC2=CC=CC=C2C1)C (isoquinoline-3-carboxylic acid methoxy-methyl-amide), CC(C)C[AlH]CC(C)C (DIBAL). Solvent: O1CCCC1 (tetrahydrofuran), CCCCCCC (heptane). Reaction conditions: time 1 hour. Product: C1=NC(=CC2=CC=CC=C12)C=O (Isoquinoline-3-carbaldehyde). As a reaction SMILES: CON(C)[C:4]([C:6]1[N:7]=[CH:8][C:9]2[C:14]([CH:15]=1)=[CH:13][CH:12]=[CH:11][CH:10]=2)=[O:5].CC(C[AlH]CC(C)C)C>O1CCCC1.CCCCCCC>[CH:8]1[C:9]2[C:14](=[CH:13][CH:12]=[CH:11][CH:10]=2)[CH:15]=[C:6]([CH:4]=[O:5])[N:7]=1. Reported procedure: To a solution of 1.35 g (6.24 mmol) of isoquinoline-3-carboxylic acid methoxy-methyl-amide was dissolved in 50 ml tetrahydrofuran, 7.49 mL of 1.0 M DIBAL solution in heptane was added at −78° C. The reaction was warmed to room temperature and stirred for 1 hour at r.t., and then quenched by addition of 10 mL saturated sodium bicarbonate. 100 mL of water was added followed by extraction with 100 ml of dichloromethane. The organic layer was dried over anhydrous magnesium sulfate and evaporated in ... Starting materials: NC=1N(C=C(N1)CCCCCC#C)C(=O)OC(C)(C)C (tert-butyl 2-amino-4-(hept-6-ynyl)-1H-imidazole-1-carboxylate), N(=[N+]=[N-])CCNC(C1=CC=C(C=C1)CCCC)=O (N-(2-azidoethyl)-4-butylbenzamide). The product is NC=1N(C=C(N1)CCCCCC=1N=NN(C1)CCNC(C1=CC=C(C=C1)CCCC)=O)C(=O)OC(C)(C)C (tert-butyl 2-amino-4-(5-(1-(2-(4-butylbenzamido)ethyl)-1H-1,2,3-triazol-4-yl)pentyl)-1H-imidazole-1-carboxylate). RXN SMILES: [NH2:1][C:2]1[N:3]([C:14]([O:16][C:17]([CH3:20])([CH3:19])[CH3:18])=[O:15])[CH:4]=[C:5]([CH2:7][CH2:8][CH2:9][CH2:10][CH2:11][C:12]#[CH:13])[N:6]=1.[N:21]([CH2:24][CH2:25][NH:26][C:27](=[O:38])[C:28]1[CH:33]=[CH:32][C:31]([CH2:34][CH2:35][CH2:36][CH3:37])=[CH:30][CH:29]=1)=[N+:22]=[N-:23]>>[NH2:1][C:2]1[N:3]([C:14]([O:16][C:17]([CH3:20])([CH3:19])[CH3:18])=[O:15])[CH:4]=[C:5]([CH2:7][CH2:8][CH2:9][CH2:10][CH2:11][C:12]2[N:23]=[N:22][N:21]([CH2:24][CH2:25][NH:26][C:27](=[O:38])[C:28]3[CH:33]=[CH:32][C:31]([CH2:34][CH2:35][CH2:36][CH3:37])=[CH:30][CH:29]=3)[CH:13]=2)[N:6]=1. Procedure: tert-butyl 2-amino-4-(hept-6-ynyl)-1H-imidazole-1-carboxylate (0.123 g, 0.443 mmol) was reacted with N-(2-azidoethyl)-4-butylbenzamide (0.109 g, 0.443 mmol) following the general click procedure to give tert-butyl 2-amino-4-(5-(1-(2-(4-butylbenzamido)ethyl)-1H-1,2,3-triazol-4-yl)pentyl)-1H-imidazole-1-carboxylate 1H NMR (300 MHz, CDCl3) δ 7.67 (s, 1H0, δ 7.67 (d, 2H), δ 7.29 (s, 1H), δ 7.11 (d, 2H), δ 6.42 (s, 1H), δ 6.25 (s, 2H), δ 4.48 (s, 2H), δ 3.83 (s, 2H), δ 2.56 (t, 4H), δ 2.21 (s, 2H), 1... The reactants are C(C=C)(=O)OC(C)(C)C (t-butyl acrylate), C(C)O[SiH](OCC)OCC (triethoxysilane). Reagents/catalysts: [H+].[H+].Cl[Pt-2](Cl)(Cl)(Cl)(Cl)Cl (chloroplatinic acid). Run in O1CCCC1 (tetrahydrofuran). Product: C(C)O[Si](CCC(=O)OC(C)(C)C)(OCC)OCC (2-(triethoxysilyl)-1-(t-butoxycarbonyl)ethane). The yield is 1000.2%. Reaction SMILES: [C:1]([O:5][C:6]([CH3:9])([CH3:8])[CH3:7])(=[O:4])[CH:2]=[CH2:3].[CH2:10]([O:12][SiH:13]([O:17][CH2:18][CH3:19])[O:14][CH2:15][CH3:16])[CH3:11]>[H+].[H+].Cl[Pt-2](Cl)(Cl)(Cl)(Cl)Cl.O1CCCC1>[CH2:10]([O:12][Si:13]([O:17][CH2:18][CH3:19])([O:14][CH2:15][CH3:16])[CH2:3][CH2:2][C:1]([O:5][C:6]([CH3:9])([CH3:8])[CH3:7])=[O:4])[CH3:11] |f:2.3.4|. Reported procedure: Into the 100 ml of dried tetrahydrofuran, were fed 25.8 g (20 mmol) of t-butyl acrylate and 32.8 g (20 mmol) of triethoxysilane, and the mixture was substituted by argon. To the mixture solution, 10 mg of chloroplatinic acid was added and the mixture was heated for 24 hours under reflux. After completion of the reaction, 58.5 g of the objective compound was obtained by removing solvent.